Task: describe an organic reaction: reactants, conditions, products, and yield. Dataset: the Open Reaction Database (ORD), a public repository of structured organic reaction records The reactants are COC(=O)c1cc(O[Si](C)(C)C(C)(C)C)ccc1OC, CO, [F-], [NH4+]. The product is COC(=O)c1cc(O)ccc1OC. As a reaction SMILES: [CH3:1][O:2][c:3]1[c:4]([C:5](=[O:6])[O:7][CH3:8])[cH:9][c:10]([O:13][Si:14]([C:15]([CH3:16])([CH3:17])[CH3:18])([CH3:19])[CH3:20])[cH:11][cH:12]1.[CH3:23][OH:24].[F-:21].[NH4+:22]>>[CH3:1][O:2][c:3]1[c:4]([C:5](=[O:6])[O:7][CH3:8])[cH:9][c:10]([OH:13])[cH:11][cH:12]1. The reactants are C(CCC)[Li] (n-butyllithium), O1CCCC1 (tetrahydrofuran), O (water), C(C)(=O)OCC (ethyl acetate), C(C)OC=1C=C(C=CC1OCC)C=1SC=C(N1)C=O (2-(3,4-diethoxyphenyl)-4-formylthiazole), O1CCCC1 (tetrahydrofuran). Reagents/catalysts: [Cl-].C(C1=CC=CC=C1)[P+](C1=CC=CC=C1)(C1=CC=CC=C1)C1=CC=CC=C1 (benzyltriphenylphosphonium chloride). Run at temperature -50 celsius. Product: C(C)OC=1C=C(C=CC1OCC)C=1SC=C(N1)C=CC1=CC=CC=C1 (2-(3,4-diethoxyphenyl)-4-styrylthiazole). As a reaction SMILES: [CH2:1]([Li])[CH2:2][CH2:3][CH3:4].[CH2:6]([O:8][C:9]1[CH:10]=[C:11]([C:18]2[S:19][CH:20]=[C:21]([CH:23]=O)[N:22]=2)[CH:12]=[CH:13][C:14]=1[O:15][CH2:16][CH3:17])[CH3:7].O.C(OCC)(=O)C.O1C[CH2:35][CH2:34][CH2:33]1>[Cl-].C([P+](C1C=CC=CC=1)(C1C=CC=CC=1)C1C=CC=CC=1)C1C=CC=CC=1>[CH2:6]([O:8][C:9]1[CH:10]=[C:11]([C:18]2[S:19][CH:20]=[C:21]([CH:23]=[CH:4][C:3]3[CH:35]=[CH:34][CH:33]=[CH:1][CH:2]=3)[N:22]=2)[CH:12]=[CH:13][C:14]=1[O:15][CH2:16][CH3:17])[CH3:7] |f:5.6|. Procedure details: 4.2 ml of n-butyllithium was dropwise added in small portions to a suspension of 2.6 g of benzyltriphenylphosphonium chloride in 10 ml of tetrahydrofuran, with stirring at -50° C. The mixture was heated to room temperature and, after cooling again to -50° C., was mixed with 12 ml of a tetrahydrofuran solution of 2 g of 2-(3,4-diethoxyphenyl)-4-formylthiazole. The mixture was stirred at the same temperature for 30 minutes and at room temperature for 14 hours. 10 ml of water and 40 ml of ethyl ace... Starting materials: C=COC(=O)CC, C=COC(C)=O, CC(=O)[O-], Br[Cu]Br, [K+], C1CCOC1, O=C(O)c1ccccc1. Product: C=COC(=O)c1ccccc1. As a reaction SMILES: [C:21]([O:22][CH:23]=[CH2:24])(=[O:25])[CH2:26][CH3:27].[CH3:10][C:11]([O:12][CH:13]=[CH2:14])=[O:15].[CH3:17][C:18](=[O:19])[O-:20].[Cu:28]([Br:29])[Br:30].[K+:16].[O:31]1[CH2:32][CH2:33][CH2:34][CH2:35]1.[OH:1][C:2](=[O:3])[c:4]1[cH:5][cH:6][cH:7][cH:8][cH:9]1>>[O:1]([C:2](=[O:3])[c:4]1[cH:5][cH:6][cH:7][cH:8][cH:9]1)[CH:10]=[CH2:11]. Reactants: CS(=O)(=O)Cl, CC1NC1c1ccccc1, ClCCl. The product is CC1C(c2ccccc2)N1S(C)(=O)=O. Reaction SMILES: [CH3:11][S:12](=[O:13])(=[O:14])[Cl:15].[CH3:1][CH:2]1[NH:3][CH:4]1[c:5]1[cH:6][cH:7][cH:8][cH:9][cH:10]1.[Cl:16][CH2:17][Cl:18]>>[CH3:1][CH:2]1[N:3]([S:12]([CH3:11])(=[O:13])=[O:14])[CH:4]1[c:5]1[cH:6][cH:7][cH:8][cH:9][cH:10]1. Reactants: C#Cc1cnn(Cc2ccccc2)c1, COc1ccc(I)c(O)c1OCc1ccccc1, COc1cc(C(=O)c2c(-c3cnn(Cc4ccccc4)c3)oc3c(OCc4ccccc4)c(OC)ccc23)cc(OC)c1OC, COc1cc(I)cc(OC)c1OC, CCCCCC, CCOC(C)=O. The product is COc1cc(C(=O)c2c(-c3cnn(Cc4ccccc4)c3)oc3c(O)c(OC)ccc23)cc(OC)c1OC. RXN SMILES: [CH2:19]([n:20]1[cH:21][c:22]([C:23]#[CH:24])[cH:25][n:26]1)[c:27]1[cH:28][cH:29][cH:30][cH:31][cH:32]1.[CH2:1]([O:2][c:3]1[c:4]([O:5][CH3:6])[cH:7][cH:8][c:9]([I:10])[c:11]1[OH:12])[c:13]1[cH:14][cH:15][cH:16][cH:17][cH:18]1.[CH2:46]([c:47]1[cH:48][cH:49][cH:50][cH:51][cH:52]1)[n:53]1[n:54][cH:55][c:56](-[c:58]2[o:59][c:60]3[c:61]([c:62]2[C:63](=[O:64])[c:65]2[cH:66][c:67]([O:75][CH3:76])[c:68]([O:73][CH3:74])[c:69]([O:71][CH3:72])[cH:70]2)[cH:77][cH:78][c:79]([O:89][CH3:90])[c:80]3[O:81][CH2:82][c:83]2[cH:84][cH:85][cH:86][cH:87][cH:88]2)[cH:57]1.[CH3:33][O:34][c:35]1[cH:36][c:37]([I:38])[cH:39][c:40]([O:41][CH3:42])[c:43]1[O:44][CH3:45].[CH3:91][CH2:92][CH2:93][CH2:94][CH2:95][CH3:96].[CH3:97][CH2:98][O:99][C:100](=[O:101])[CH3:102]>>[CH2:46]([c:47]1[cH:48][cH:49][cH:50][cH:51][cH:52]1)[n:53]1[n:54][cH:55][c:56](-[c:58]2[o:59][c:60]3[c:61]([c:62]2[C:63](=[O:64])[c:65]2[cH:66][c:67]([O:75][CH3:76])[c:68]([O:73][CH3:74])[c:69]([O:71][CH3:72])[cH:70]2)[cH:77][cH:78][c:79]([O:89][CH3:90])[c:80]3[OH:81])[cH:57]1. Reactants: Clc1ccc(Br)c(CBr)c1, O=C([O-])[O-], COc1ccc(CN)cc1, CCOC(C)=O, [K+], [K+], O. The product is COc1ccc(CNCc2cc(Cl)ccc2Br)cc1. As a reaction SMILES: [Br:1][c:2]1[c:3]([CH2:9][Br:10])[cH:4][c:5]([Cl:8])[cH:6][cH:7]1.[C:21](=[O:22])([O-:23])[O-:24].[CH3:11][O:12][c:13]1[cH:14][cH:15][c:16]([CH2:17][NH2:18])[cH:19][cH:20]1.[CH3:28][CH2:29][O:30][C:31]([CH3:32])=[O:33].[K+:25].[K+:26].[OH2:27]>>[Br:1][c:2]1[c:3]([CH2:9][NH:18][CH2:17][c:16]2[cH:15][cH:14][c:13]([O:12][CH3:11])[cH:20][cH:19]2)[cH:4][c:5]([Cl:8])[cH:6][cH:7]1. Starting materials: COC1=C(CNC(=N)NC=2SC=3CNCCC3N2)C(=CC=C1)OC (N-(2,6-dimethoxybenzyl)-N′-(4,5,6,7-tetrahydro[1,3]thiazolo[5,4-c]pyridine-2-yl)guanidine), C1(=CC=CC=C1)S(=O)(=O)Cl (phenylsulfonic acid chloride). The reagents and catalysts are CN(C)C=1C=CN=CC1 (DMAP). The solvent is ClCCl (dichloromethane). Yields the product COC1=C(CNC(=N)NC=2SC=3CN(CCC3N2)S(=O)(=O)C2=CC=CC=C2)C(=CC=C1)OC (N-(2,6-dimethoxybenzyl)-N′-[5-(phenylsulfonyl)-4,5,6,7-tetrahydro[1,3]thiazolo[5,4-c]pyridine-2-yl]guanidine). Yield: 34.2%. Reaction SMILES: [CH3:1][O:2][C:3]1[CH:22]=[CH:21][CH:20]=[C:19]([O:23][CH3:24])[C:4]=1[CH2:5][NH:6][C:7]([NH:9][C:10]1[S:11][C:12]2[CH2:13][NH:14][CH2:15][CH2:16][C:17]=2[N:18]=1)=[NH:8].[C:25]1([S:31](Cl)(=[O:33])=[O:32])[CH:30]=[CH:29][CH:28]=[CH:27][CH:26]=1>CN(C1C=CN=CC=1)C.ClCCl>[CH3:1][O:2][C:3]1[CH:22]=[CH:21][CH:20]=[C:19]([O:23][CH3:24])[C:4]=1[CH2:5][NH:6][C:7]([NH:9][C:10]1[S:11][C:12]2[CH2:13][N:14]([S:31]([C:25]3[CH:30]=[CH:29][CH:28]=[CH:27][CH:26]=3)(=[O:33])=[O:32])[CH2:15][CH2:16][C:17]=2[N:18]=1)=[NH:8]. Procedure details: Reaction of 30 mg N-(2,6-dimethoxybenzyl)-N′-(4,5,6,7-tetrahydro[1,3]thiazolo[5,4-c]pyridine-2-yl)guanidine (0.09 mmol, Example 221.3) with 18 mg phenylsulfonic acid chloride and 40 mg polymer-bound DMAP (Argonaut; 1.06 mmol/g) in 5 ml dichloromethane followed by chromatographic purification (dichloromethane/methanol 2-4%) yielded 15 mg of the target product; ESI-MS [M+H+]=488.15.